This data is from the Open Reaction Database (ORD), a public repository of structured organic reaction records. The task is: describe an organic reaction: reactants, conditions, products, and yield Reactants: CCOC(=O)COc1cc(-c2ccc(OC)cc2)nc(Nc2ccc(OC)c(Cl)c2)n1, CO, [Na+], [OH-]. The product is COc1ccc(-c2cc(OCC(=O)O)nc(Nc3ccc(OC)c(Cl)c3)n2)cc1. As a reaction SMILES: [CH2:1]([CH3:2])[O:3][C:4]([CH2:5][O:6][c:7]1[n:8][c:9]([NH:21][c:22]2[cH:23][c:24]([Cl:30])[c:25]([O:28][CH3:29])[cH:26][cH:27]2)[n:10][c:11](-[c:13]2[cH:14][cH:15][c:16]([O:19][CH3:20])[cH:17][cH:18]2)[cH:12]1)=[O:31].[CH3:34][OH:35].[Na+:33].[OH-:32]>>[O:3]=[C:4]([CH2:5][O:6][c:7]1[n:8][c:9]([NH:21][c:22]2[cH:23][c:24]([Cl:30])[c:25]([O:28][CH3:29])[cH:26][cH:27]2)[n:10][c:11](-[c:13]2[cH:14][cH:15][c:16]([O:19][CH3:20])[cH:17][cH:18]2)[cH:12]1)[OH:31]. Solvent: O (water). Reaction conditions: temperature 100 celsius. Reagents/catalysts: Cl[Pd]Cl.C1(=CC=CC=C1)P([C-]1C=CC=C1)C1=CC=CC=C1.[C-]1(C=CC=C1)P(C1=CC=CC=C1)C1=CC=CC=C1.[Fe+2] ((1,1′-bis(diphenylphosphino)ferrocene)-dichloropalladium(II)). Procedure: A mixture of N,N-diallyl-4-(3-bromophenylsulfonamido)pyridine-3-sulfonamide (0.29 g, 0.62 mmol), 5-chloro-6-methoxypyridin-3-ylboronic acid (0.15 g, 0.81 mmol), (1,1′-bis(diphenylphosphino)ferrocene)-dichloropalladium(II) (0.026 g, 0.030 mmol), cesium carbonate (0.30 g, 0.93 mmol), 1,2-dimethoxyethane (4.5 mL) and water (0.5 mL) under an atmosphere of argon was heated at 100° C. for 15 min in a microwave reactor. The reaction mixture was partitioned between ethyl acetate and diluted hydrochloric... Starting materials: C(C=C)N(S(=O)(=O)C=1C=NC=CC1NS(=O)(=O)C1=CC(=CC=C1)Br)CC=C (N,N-diallyl-4-(3-bromophenylsulfonamido)pyridine-3-sulfonamide), ClC=1C=C(C=NC1OC)B(O)O (5-chloro-6-methoxypyridin-3-ylboronic acid), C([O-])([O-])=O.[Cs+].[Cs+] (cesium carbonate), COCCOC (1,2-dimethoxyethane). Yields the product C(C=C)N(S(=O)(=O)C=1C=NC=CC1NS(=O)(=O)C1=CC(=CC=C1)C=1C=NC(=C(C1)Cl)OC)CC=C (N,N-Diallyl-4-(3-(5-chloro-6-methoxypyridin-3-yl)phenylsulfonamido)pyridine-3-sulfonamide). Yield: 58.0%. RXN SMILES: [CH2:1]([N:4]([CH2:25][CH:26]=[CH2:27])[S:5]([C:8]1[CH:9]=[N:10][CH:11]=[CH:12][C:13]=1[NH:14][S:15]([C:18]1[CH:23]=[CH:22][CH:21]=[C:20](Br)[CH:19]=1)(=[O:17])=[O:16])(=[O:7])=[O:6])[CH:2]=[CH2:3].[Cl:28][C:29]1[CH:30]=[C:31](B(O)O)[CH:32]=[N:33][C:34]=1[O:35][CH3:36].C(=O)([O-])[O-].[Cs+].[Cs+].COCCOC>Cl[Pd]Cl.C1(P(C2C=CC=CC=2)[C-]2C=CC=C2)C=CC=CC=1.[C-]1(P(C2C=CC=CC=2)C2C=CC=CC=2)C=CC=C1.[Fe+2].O>[CH2:1]([N:4]([CH2:25][CH:26]=[CH2:27])[S:5]([C:8]1[CH:9]=[N:10][CH:11]=[CH:12][C:13]=1[NH:14][S:15]([C:18]1[CH:23]=[CH:22][CH:21]=[C:20]([C:31]2[CH:32]=[N:33][C:34]([O:35][CH3:36])=[C:29]([Cl:28])[CH:30]=2)[CH:19]=1)(=[O:17])=[O:16])(=[O:7])=[O:6])[CH:2]=[CH2:3] |f:2.3.4,6.7.8.9|.